From a dataset of the Open Reaction Database (ORD), a public repository of structured organic reaction records. describe an organic reaction: reactants, conditions, products, and yield Starting materials: ClC1=CC2=C(N(C(S2)=O)CCCCl)C=C1 (6-chloro-3-(3-chloropropyl)-2-benzothiazolone), C(=O)([O-])[O-].[K+].[K+] (K2CO3), C=1C=CC(=CC1)N2CCNCC2 (phenylpiperazine). Run in CN(C)C=O (DMF). Product: ClC1=CC2=C(N(C(S2)=O)CCCN2CCN(CC2)C2=CC=CC=C2)C=C1 (6-chloro-3-[3-(4phenylpiperazin-1-yl)propyl]-2-benzothiazolone). The yield is 61.9%. RXN SMILES: [Cl:1][C:2]1[CH:15]=[CH:14][C:5]2[N:6]([CH2:10][CH2:11][CH2:12]Cl)[C:7](=[O:9])[S:8][C:4]=2[CH:3]=1.C([O-])([O-])=O.[K+].[K+].[CH:22]1[CH:23]=[CH:24][C:25]([N:28]2[CH2:33][CH2:32][NH:31][CH2:30][CH2:29]2)=[CH:26][CH:27]=1>CN(C=O)C>[Cl:1][C:2]1[CH:15]=[CH:14][C:5]2[N:6]([CH2:10][CH2:11][CH2:12][N:31]3[CH2:32][CH2:33][N:28]([C:25]4[CH:26]=[CH:27][CH:22]=[CH:23][CH:24]=4)[CH2:29][CH2:30]3)[C:7](=[O:9])[S:8][C:4]=2[CH:3]=1 |f:1.2.3|. Reported procedure: A solution of compound (X) (3.71 g, 20 mmol), K2CO3 (3.31 g, 24 tool), phenylpiperazine (XIb) (3.24 g, 20 mmol), and KI (3.98 g, 24 mmol) in DMF (20 ml) was stirred at 100° C. for 5 hours and concentrated in vacuo. The residue was extracted with dichloromethane, washed with a saturated saline solution and dried over MgSO4. The dichloromethane layer was subjected to column chromatography on silica gel. The eluate eluted with dichloromethane/ethyl acetate (4/1) was recrystallized from ethyl ether ... Reaction SMILES: [C:1]([O:2][C:3](=[O:4])[NH:7][c:8]1[c:9]([NH:15][C:16]([CH2:17][C:18](=[O:5])[c:19]2[cH:20][c:21](-[c:25]3[cH:26][n:27][cH:28][n:29][cH:30]3)[cH:22][cH:23][cH:24]2)=[O:32])[cH:10][c:11]([Cl:14])[cH:12][cH:13]1)([CH3:6])([CH3:31])[CH3:33].[Cl:41][CH2:42][Cl:43].[F:34][C:35]([F:36])([F:37])[C:38]([OH:39])=[O:40]>>[N:7]1=[C:18]([c:19]2[cH:20][c:21](-[c:25]3[cH:26][n:27][cH:28][n:29][cH:30]3)[cH:22][cH:23][cH:24]2)[CH2:17][C:16](=[O:32])[NH:15][c:9]2[c:8]1[cH:13][cH:12][c:11]([Cl:14])[cH:10]2. Reactants: CC(C)(C)OC(=O)Nc1ccc(Cl)cc1NC(=O)CC(=O)c1cccc(-c2cncnc2)c1, ClCCl, O=C(O)C(F)(F)F. The product is O=C1CC(c2cccc(-c3cncnc3)c2)=Nc2ccc(Cl)cc2N1. The reactants are BrC=1C=C2C=NN=C(C2=CC1)Cl (6-Bromo-1-chlorophthalazine), CS(=O)(=O)N1CCNCC1 (1-(methylsulfonyl)piperazine). Run in ClCCl.CO (dichloromethane methanol). Reaction conditions: temperature 120 celsius. Yields the product BrC=1C=C2C=NN=C(C2=CC1)N1CCN(CC1)S(=O)(=O)C (6-Bromo-1-(4-(methylsulfonyl)piperazin-1-yl)phthalazine). Reaction SMILES: [Br:1][C:2]1[CH:3]=[C:4]2[C:9](=[CH:10][CH:11]=1)[C:8](Cl)=[N:7][N:6]=[CH:5]2.[CH3:13][S:14]([N:17]1[CH2:22][CH2:21][NH:20][CH2:19][CH2:18]1)(=[O:16])=[O:15]>ClCCl.CO>[Br:1][C:2]1[CH:3]=[C:4]2[C:9](=[CH:10][CH:11]=1)[C:8]([N:20]1[CH2:21][CH2:22][N:17]([S:14]([CH3:13])(=[O:16])=[O:15])[CH2:18][CH2:19]1)=[N:7][N:6]=[CH:5]2 |f:2.3|. Procedure details: 6-Bromo-1-chlorophthalazine (18 mg, 74 umol) and 1-(methylsulfonyl)piperazine (91 mg, 554 μmol) were dissolved in dichloromethane/methanol when the reaction mixture was concentrated by evaporation under a nitrogen line. The concentrate was heated to 120° C. for 6 h to give the title compound. MS (ES+): 373 (M+H)+. Reactants: C1CCOC1, CCCn1c(=O)[nH]c(=O)c2[nH]c(C34CCC(C=CC(=O)OC)(CC3)CC4)nc21. The product is CCCn1c(=O)[nH]c(=O)c2[nH]c(C34CCC(CCC(=O)OC)(CC3)CC4)nc21. Reaction SMILES: [CH2:29]1[O:30][CH2:31][CH2:32][CH2:33]1.[CH3:1][O:2][C:3]([CH:4]=[CH:5][C:6]12[CH2:7][CH2:8][C:9]([c:14]3[n:15][c:16]4[n:17]([CH2:25][CH2:26][CH3:27])[c:18](=[O:24])[nH:19][c:20](=[O:23])[c:21]4[nH:22]3)([CH2:10][CH2:11]1)[CH2:12][CH2:13]2)=[O:28]>>[CH3:1][O:2][C:3]([CH2:4][CH2:5][C:6]12[CH2:7][CH2:8][C:9]([c:14]3[n:15][c:16]4[n:17]([CH2:25][CH2:26][CH3:27])[c:18](=[O:24])[nH:19][c:20](=[O:23])[c:21]4[nH:22]3)([CH2:10][CH2:11]1)[CH2:12][CH2:13]2)=[O:28]. Reaction SMILES: [CH2:22]1[O:23][CH2:24][CH2:25][CH2:26]1.[Cl:9][SiH:10]([Cl:11])[CH2:12][SiH:13]([Cl:14])[Cl:15].[c:1]1([C:7]#[CH:8])[cH:2][cH:3][cH:4][cH:5][cH:6]1.[cH:16]1[cH:17][cH:18][cH:19][cH:20][cH:21]1>>[c:1]1([CH:7]=[CH:8][Si:10]([Cl:9])([Cl:11])[CH2:12][SiH:13]([Cl:14])[Cl:15])[cH:2][cH:3][cH:4][cH:5][cH:6]1. Starting materials: C1CCOC1, Cl[SiH](Cl)C[SiH](Cl)Cl, C#Cc1ccccc1, c1ccccc1. Yields the product Cl[SiH](Cl)C[Si](Cl)(Cl)C=Cc1ccccc1. Reactants: C(C)(=O)Cl (acetyl chloride), C(=O)(O)C=1C(=C(C(=O)NC(CN)=O)C(=C(C1I)N)I)I (N-(3-carboxy-5-amino-2,4,6-triiodobenzoyl)-glycine amide), C(C)(=O)Cl (acetyl chloride). Run in CC(=O)N(C)C (dimethylacetamide). Reaction conditions: time 2 hour. Yields the product C(=O)(O)C=1C(=C(C(=O)NC(CN)=O)C(=C(C1I)NC(C)=O)I)I (N-(3-Carboxy-5-acetamido-2,4,6-triiodobenzoyl)-glycine Amide). As a reaction SMILES: [C:1](Cl)(=[O:3])[CH3:2].[C:5]([C:8]1[C:9]([I:24])=[C:10]([C:18]([I:23])=[C:19]([NH2:22])[C:20]=1[I:21])[C:11]([NH:13][C:14](=[O:17])[CH2:15][NH2:16])=[O:12])([OH:7])=[O:6]>CC(N(C)C)=O>[C:5]([C:8]1[C:9]([I:24])=[C:10]([C:18]([I:23])=[C:19]([NH:22][C:1](=[O:3])[CH3:2])[C:20]=1[I:21])[C:11]([NH:13][C:14](=[O:17])[CH2:15][NH2:16])=[O:12])([OH:7])=[O:6]. Procedure: Under agitation and cooling with wter, 13.5 ml. of acetyl chloride is added dropwise to 40.0 g. (65 millimoles) of N-(3-carboxy-5-amino-2,4,6-triiodobenzoyl)-glycine amide (IVc), m.p. 248°-249° C. (decomposition), in 80 ml. of dimethylacetamide. Then, the reaction mixture is stirred at room temperature for 11/2 hours, another 2 ml. of acetyl chloride is added thereto, and the mixture stirred for another hour. After the addition of 10 ml. of water, the reaction mixture is concentrated under vacuu...